This data is from the Open Reaction Database (ORD), a public repository of structured organic reaction records. The task is: describe an organic reaction: reactants, conditions, products, and yield Reactants: C(#N)C1=CC(=C(C(=O)C(C(=O)OCC)CC=O)C=C1)C (ethyl 2-(4-cyano-2-methylbenzoyl)-4-oxobutanoate), ClC1=CC(=C(N)C=C1)OC (4-chloro-2-methoxyaniline), CC1=CC=C(C=C1)S(=O)(=O)[O-].C1=CC=[NH+]C=C1 (PPTS). Solvent: CCO (EtOH). Conditions: temperature 50 celsius. The product is ClC1=CC(=C(C=C1)N1C(=C(C=C1)C(=O)OCC)C1=C(C=C(C=C1)C#N)C)OC (ethyl 1-(4-chloro-2-methoxyphenyl)-2-(4-cyano-2-methylphenyl)-1H-pyrrole-3-carboxylate). Reaction SMILES: [C:1]([C:3]1[CH:19]=[CH:18][C:6]([C:7]([CH:9]([CH2:15][CH:16]=O)[C:10]([O:12][CH2:13][CH3:14])=[O:11])=O)=[C:5]([CH3:20])[CH:4]=1)#[N:2].[Cl:21][C:22]1[CH:28]=[CH:27][C:25]([NH2:26])=[C:24]([O:29][CH3:30])[CH:23]=1.CC1C=CC(S([O-])(=O)=O)=CC=1.C1C=C[NH+]=CC=1>CCO>[Cl:21][C:22]1[CH:28]=[CH:27][C:25]([N:26]2[CH:16]=[CH:15][C:9]([C:10]([O:12][CH2:13][CH3:14])=[O:11])=[C:7]2[C:6]2[CH:18]=[CH:19][C:3]([C:1]#[N:2])=[CH:4][C:5]=2[CH3:20])=[C:24]([O:29][CH3:30])[CH:23]=1 |f:2.3|. Procedure: To a solution of Intermediate C (2.5 g, 9.2 mmol) and 4-chloro-2-methoxyaniline (1.8 g, 9.2 mmol) in anhydrous EtOH (20 mL) was added PPTS (0.46 g, 0.18 mmol), and the reaction mixture was heated at 50° C. for six hours. Followed work-up procedure described in Step 1, Scheme 1 to give the desired compound, which was used in the next step without further purification. Reactants: O[C@@H]1CN(CC1)C(=O)OCC1=CC=CC=C1 ((S)-3-hydroxy-1-pyrrolidinecarboxylic acid, phenylmethyl ester), C(C)(=O)OC(C)=O (acetic anhydride), N1=CC=CC=C1 (pyridine), CO (Methanol). Reagents/catalysts: CN(C1=CC=NC=C1)C (4-dimethylaminopyridine). The solvent is ClCCl (dichloromethane), ClCCl (dichloromethane). Reaction conditions: time 72 hour. Yields the product C(C)(=O)O[C@@H]1CN(CC1)C(=O)OCC1=CC=CC=C1 ((S)-3-(acetyloxy)-1-pyrrolidinecarboxylic acid, phenylmethyl ester). As a reaction SMILES: [OH:1][C@H:2]1[CH2:6][CH2:5][N:4]([C:7]([O:9][CH2:10][C:11]2[CH:16]=[CH:15][CH:14]=[CH:13][CH:12]=2)=[O:8])[CH2:3]1.[C:17](OC(=O)C)(=[O:19])[CH3:18].N1C=CC=CC=1.CO>CN(C)C1C=CN=CC=1.ClCCl>[C:17]([O:1][C@H:2]1[CH2:6][CH2:5][N:4]([C:7]([O:9][CH2:10][C:11]2[CH:16]=[CH:15][CH:14]=[CH:13][CH:12]=2)=[O:8])[CH2:3]1)(=[O:19])[CH3:18]. Procedure details: A mixture of 2.87 g of (S)-3-hydroxy-1-pyrrolidinecarboxylic acid, phenylmethyl ester, 2.0 ml of acetic anhydride, 2.0 ml of pyridine and 20 mg of 4-dimethylaminopyridine in 25 ml of dichloromethane was stirred for 72 hours. Methanol (2 ml) and dichloromethane (50 ml) were added. The dichloromethane solution was washed with 40 ml each of 1N hydrochloric acid and 5% sodium bicarbonate solution, dried, filtered and concentrated in vacuo. The residue was purified by chromatography (silica gel), giv... The reactants are O=C([O-])[O-], CC1C=CCN1, CC#N, [Cs+], [Cs+], CS(=O)(=O)OCCc1ccc2cc(-n3ncccc3=O)ccc2c1, O=C(O)C(F)(F)F. Yields the product CC1C=CCN1CCc1ccc2cc(-n3ncccc3=O)ccc2c1. RXN SMILES: [C:38](=[O:39])([O-:40])[O-:41].[CH3:25][CH:26]1[NH:27][CH2:28][CH:29]=[CH:30]1.[CH3:44][C:45]#[N:46].[Cs+:42].[Cs+:43].[O:1]=[c:2]1[cH:3][cH:4][cH:5][n:6][n:7]1-[c:8]1[cH:9][c:10]2[cH:11][cH:12][c:13]([CH2:18][CH2:19][O:20][S:21]([CH3:22])(=[O:23])=[O:24])[cH:14][c:15]2[cH:16][cH:17]1.[OH:31][C:32]([C:33]([F:34])([F:35])[F:36])=[O:37]>>[O:1]=[c:2]1[cH:3][cH:4][cH:5][n:6][n:7]1-[c:8]1[cH:9][c:10]2[cH:11][cH:12][c:13]([CH2:18][CH2:19][N:27]3[CH:26]([CH3:25])[CH:30]=[CH:29][CH2:28]3)[cH:14][c:15]2[cH:16][cH:17]1. Procedure details: To a solution of N-[3-(3-cyanopyrazolo[1,5-a]pyrimidin-7-yl)phenyl]-N-tert-butylacetylacetamide 4 (9.0 g, 0.023 mol) in dichloromethane (200 ml) was added trifluoroacetic acid (60 ml). The reaction mixture was stirred at room temperature for four hours. The solution was concentrated to dryness. The crude product obtained was purified by chromatography on silica gel using chloroform/methanol (9/1). 5.5 g of Hapten-A was obtained as a foamy solid. NMR13C: 172.7, 172.2, 153.1, 151.6, 147.6, 147.2, ... The reactants are C(#N)C=1C=NN2C1N=CC=C2C=2C=C(C=CC2)N(C(C)=O)C(CC(C)(C)C)=O (N-[3-(3-Cyanopyrazolo[1,5-a]pyrimidin-7-yl)phenyl]-N-tert-butylacetylacetamide), FC(C(=O)O)(F)F (trifluoroacetic acid). Run at time 4 hour. Yields the product C(#N)C=1C=NN2C1N=CC=C2C=2C=C(C=CC2)N(C(C)=O)CC(=O)O (N-[3-(3-Cyanopyrazolo[1,5-a]pyrimidin-7-yl)phenyl]-N-carboxymethylacetamide). Solvent: ClCCl (dichloromethane). Reaction SMILES: [C:1]([C:3]1[CH:4]=[N:5][N:6]2[C:11]([C:12]3[CH:13]=[C:14]([N:18](C(=O)CC(C)(C)C)[C:19](=[O:21])[CH3:20])[CH:15]=[CH:16][CH:17]=3)=[CH:10][CH:9]=[N:8][C:7]=12)#[N:2].F[C:30](F)(F)[C:31]([OH:33])=[O:32]>ClCCl>[C:1]([C:3]1[CH:4]=[N:5][N:6]2[C:11]([C:12]3[CH:13]=[C:14]([N:18]([CH2:30][C:31]([OH:33])=[O:32])[C:19](=[O:21])[CH3:20])[CH:15]=[CH:16][CH:17]=3)=[CH:10][CH:9]=[N:8][C:7]=12)#[N:2].